This data is from the Open Reaction Database (ORD), a public repository of structured organic reaction records. The task is: describe an organic reaction: reactants, conditions, products, and yield Reagents/catalysts: [I-].C(CCC)[N+](CCCC)(CCCC)CCCC (tetra-butylammonium-iodide). Reaction conditions: time 8 hour. Yields the product C(C1=CC=CC=C1)OC1=CC(N(C=C1)CCC1=CC2=C(CCN(CC2)C(C(F)(F)F)=O)C=C1)=O (4-Benzyloxy-1-{2-[3-(2,2,2-trifluoro-acetyl)-2,3,4,5-tetrahydro-1H-3-benzazepin-7-yl]-ethyl}-1H-pyridin-2-one). Procedure details: To 152 mg (0.76 mmol) 4-benzyloxy-1H-pyridin-2-one in THF at 0° C. is added subsequently 492 mg (1.51 mmol) cesium carbonate, 14 mg (0.08 mmol) tetra-butylammonium-iodide and 300 mg (0.76 mmol) 2,2,2-trifluoro-1-[7-(2-iodo-ethyl)-1,2,4,5-tetrahydro-3-benzazepin-3-yl]-ethanone (preparation 6b). The reaction mixture is stirred overnight at RT, diluted with DMF and filtered. The residue is purified via reverse HPLC chromatography (Zorbax stable bond, C18; water (0.1% formic acid)/acetonitrile (0.1%... As a reaction SMILES: [CH2:1]([O:8][C:9]1[CH:14]=[CH:13][NH:12][C:11](=[O:15])[CH:10]=1)[C:2]1[CH:7]=[CH:6][CH:5]=[CH:4][CH:3]=1.C(=O)([O-])[O-].[Cs+].[Cs+].[F:22][C:23]([F:41])([F:40])[C:24]([N:26]1[CH2:32][CH2:31][C:30]2[CH:33]=[CH:34][C:35]([CH2:37][CH2:38]I)=[CH:36][C:29]=2[CH2:28][CH2:27]1)=[O:25]>C1COCC1.[I-].C([N+](CCCC)(CCCC)CCCC)CCC.CN(C=O)C>[CH2:1]([O:8][C:9]1[CH:14]=[CH:13][N:12]([CH2:38][CH2:37][C:35]2[CH:34]=[CH:33][C:30]3[CH2:31][CH2:32][N:26]([C:24](=[O:25])[C:23]([F:22])([F:41])[F:40])[CH2:27][CH2:28][C:29]=3[CH:36]=2)[C:11](=[O:15])[CH:10]=1)[C:2]1[CH:3]=[CH:4][CH:5]=[CH:6][CH:7]=1 |f:1.2.3,6.7|. The reactants are C(C1=CC=CC=C1)OC1=CC(NC=C1)=O (4-benzyloxy-1H-pyridin-2-one), C([O-])([O-])=O.[Cs+].[Cs+] (cesium carbonate), FC(C(=O)N1CCC2=C(CC1)C=CC(=C2)CCI)(F)F (2,2,2-Trifluoro-1-[7-(2-iodo-ethyl)-1,2,4,5-tetrahydro-3-benzazepin-3-yl]-ethanone). Solvent: C1CCOC1 (THF), CN(C)C=O (DMF). Reactants: NC1=NNC=N1 (3-amino-1,2,4-triazole), CN(C=CC(=O)C1=CC(=CC=C1)OC)C (3-dimethylamino-3'-methoxyacrylophenone). Run in C(C)(=O)O (acetic acid). Yields the product COC=1C=C(C=CC1)C1=CC=NC=2N1N=CN2 (7-(m-Methoxyphenyl)-1,2,4-triazolo[1,5-a]pyrimidine). RXN SMILES: [NH2:1][C:2]1[N:6]=[CH:5][NH:4][N:3]=1.CN(C)[CH:9]=[CH:10][C:11]([C:13]1[CH:18]=[CH:17][CH:16]=[C:15]([O:19][CH3:20])[CH:14]=1)=O>C(O)(=O)C>[CH3:20][O:19][C:15]1[CH:14]=[C:13]([C:11]2[N:3]3[N:4]=[CH:5][N:6]=[C:2]3[N:1]=[CH:9][CH:10]=2)[CH:18]=[CH:17][CH:16]=1. Procedure: A mixture of 2.54 g. of 3-amino-1,2,4-triazole and 6.15 g. of 3-dimethylamino-3'-methoxyacrylophenone in 25 ml. of glacial acetic acid is refluxed for 6 hours. The resulting mixture is worked up as described in Example 54 to give the product of the Example, m.p. 163°-165° C. Reaction SMILES: C([Li])CCC.[Cl:6][C:7]1[C:8]([C:27]2[CH:28]=[C:29]([NH:33][C:34](=[O:37])[CH:35]=[CH2:36])[CH:30]=[CH:31][CH:32]=2)=[N:9][C:10]([NH:13][C:14]2[CH:19]=[CH:18][C:17]([N:20]3[CH2:25][CH2:24][O:23][CH2:22][CH2:21]3)=[C:16]([OH:26])[CH:15]=2)=[N:11][CH:12]=1.[P:38](Cl)(=[O:47])([O:43][CH:44]([CH3:46])[CH3:45])[O:39][CH:40]([CH3:42])[CH3:41]>C1COCC1>[P:38]([O:43][CH:44]([CH3:46])[CH3:45])([O:39][CH:40]([CH3:42])[CH3:41])([O:26][C:16]1[CH:15]=[C:14]([NH:13][C:10]2[N:9]=[C:8]([C:27]3[CH:32]=[CH:31][CH:30]=[C:29]([NH:33][C:34](=[O:37])[CH:35]=[CH2:36])[CH:28]=3)[C:7]([Cl:6])=[CH:12][N:11]=2)[CH:19]=[CH:18][C:17]=1[N:20]1[CH2:25][CH2:24][O:23][CH2:22][CH2:21]1)=[O:47]. Starting materials: ClC=1C(=NC(=NC1)NC1=CC(=C(C=C1)N1CCOCC1)O)C=1C=C(C=CC1)NC(C=C)=O (N-(3-(5-chloro-2-((3-hydroxy-4-morpholinophenyl)amino)pyrimidin-4-yl)phenyl)acrylamide), C(CCC)[Li] (n-Butyl lithium), P(OC(C)C)(OC(C)C)(=O)Cl (diisopropyl phosphorochloridate). Reported procedure: n-Butyl lithium (0.14 mL, 2.5 M solution in hexane) was diluted 10-fold in THF (1.4 mL), and the resulting mixture added dropwise to a rapidly stirring solution of N-(3-(5-chloro-2-((3-hydroxy-4-morpholinophenyl)amino)pyrimidin-4-yl)phenyl)acrylamide (100 mg, 0.221 mmol) in THF (5 ml) that was under argon gas and the reaction vessel was immersed in a salt-ice bath (bath temperature about −10° C. to −5° C.). The resulting white suspension was stirred for 5 min, followed by addition of diisopropyl... The yield is 35.3%. The product is P(=O)(OC1=C(C=CC(=C1)NC1=NC=C(C(=N1)C1=CC(=CC=C1)NC(C=C)=O)Cl)N1CCOCC1)(OC(C)C)OC(C)C (5-((4-(3-Acrylamidophenyl)-5-Chloropyrimidin-2-Yl)Amino)-2-Morpholinophenyl Diisopropyl Phosphate). Conditions: time 5 minute. The solvent is C1CCOC1 (THF), C1CCOC1 (THF). Starting materials: ice, NS(=O)(=O)C1=C(C=CC=C1)N1N=NN=C1C (1-(2-aminosulfonylphenyl)-5-methyl 1H-tetrazole), COC1=NC(=NC(=C1)OC)NC(OC1=CC=CC=C1)=O (phenyl N-(4,6-dimethoxypyrimidin-2-yl)carbamate), C1CCC2=NCCCN2CC1 (DBU), Cl (hydrochloric acid). The solvent is C(C)#N (acetonitrile). Reaction conditions: time 3 hour. Product: COC1=NC(=NC(=C1)OC)NC(=O)NS(=O)(=O)C1=C(C=CC=C1)N1N=NN=C1C (N-[(4,6-Dimethoxypyrimidin-2-yl)aminocarbonyl]-2-(5-methyl-1H-tetrazol-1-yl)benzenesulfonamide). The yield is 89.7%. Reaction SMILES: [NH2:1][S:2]([C:5]1[CH:10]=[CH:9][CH:8]=[CH:7][C:6]=1[N:11]1[C:15]([CH3:16])=[N:14][N:13]=[N:12]1)(=[O:4])=[O:3].[CH3:17][O:18][C:19]1[CH:24]=[C:23]([O:25][CH3:26])[N:22]=[C:21]([NH:27][C:28](=O)[O:29]C2C=CC=CC=2)[N:20]=1.C1CCN2C(=NCCC2)CC1.Cl>C(#N)C>[CH3:26][O:25][C:23]1[CH:24]=[C:19]([O:18][CH3:17])[N:20]=[C:21]([NH:27][C:28]([NH:1][S:2]([C:5]2[CH:10]=[CH:9][CH:8]=[CH:7][C:6]=2[N:11]2[C:15]([CH3:16])=[N:14][N:13]=[N:12]2)(=[O:4])=[O:3])=[O:29])[N:22]=1. Procedure details: To 0.48 g of 1-(2-aminosulfonylphenyl)-5-methyl 1H-tetrazole in 25 mL of acetonitrile was added at ambient temperature and pressure 0.54 g of phenyl N-(4,6-dimethoxypyrimidin-2-yl)carbamate and 0.3 mL of DBU. The reaction mixture was stirred for three hours, added to 25 g of ice and acidified to pH 3 with hydrochloric acid. The precipitate thus obtained was filtered, washed with water and dried to yield 0.74 g of the desired product, melting point at 213°-216° C. Infrared absorption spectra show... The reactants are S1C2=C(C=C1)C=CC=C2C(C(=O)O)NC2=CC=CC=C2 (2-(benzo[b]thiophen-7-yl)-2-(phenylamino)acetic acid), N12C[C@@H](C(CC1)CC2)O ((R)-quinuclidin-3-ol), C1CCC(CC1)N=C=NC2CCCCC2 (DCC), C=1C=CC2=C(C1)N=NN2O (HOBT). The solvent is C1CCOC1 (THF). Run at time 3 day. Yields the product S1C2=C(C=C1)C=CC=C2C(C(=O)O[C@H]2CN1CCC2CC1)NC1=CC=CC=C1 ((R)-quinuclidin-3-yl 2-(benzo[b]thiophen-7-yl)-2-(phenylamino)acetate). Yield: 42.9%. Reaction SMILES: [S:1]1[CH:5]=[CH:4][C:3]2[CH:6]=[CH:7][CH:8]=[C:9]([CH:10]([NH:14][C:15]3[CH:20]=[CH:19][CH:18]=[CH:17][CH:16]=3)[C:11]([OH:13])=[O:12])[C:2]1=2.[N:21]12[CH2:28][CH2:27][CH:24]([CH2:25][CH2:26]1)[C@@H:23](O)[CH2:22]2.C1CCC(N=C=NC2CCCCC2)CC1.C1C=CC2N(O)N=NC=2C=1>C1COCC1>[S:1]1[CH:5]=[CH:4][C:3]2[CH:6]=[CH:7][CH:8]=[C:9]([CH:10]([NH:14][C:15]3[CH:16]=[CH:17][CH:18]=[CH:19][CH:20]=3)[C:11]([O:13][C@@H:23]3[CH:24]4[CH2:27][CH2:28][N:21]([CH2:26][CH2:25]4)[CH2:22]3)=[O:12])[C:2]1=2. Procedure details: A mixture of 2-(benzo[b]thiophen-7-yl)-2-(phenylamino)acetic acid (I26) (303 mg, 1.07 mmol), (R)-quinuclidin-3-ol (136 mg, 1.07 mmol), DCC (221 mg, 1.07 mmol) and HOBT (164 mg, 1.07 mmol) in THF (20 ml) was stirred at r.t. for three days. THF was evaporated, and the crude product was taken up with EtOAc and washed twice with 2M K2CO3, and then with brine. The organic phase was dried over Na2SO4, filtered and evaporated to dryness. The crude was purified by flash chromatography (EtOAc/MeOH=9/1 to... The reactants are ClC(=O)OC1=CC=C(C=C1)OC1=NC=C(C=C1Cl)C(F)(F)F (4-(3-chloro-5-trifluoromethyl-pyridin-2-yloxy)-phenyl chloroformate), O1C(CCC1)CN1CCNCC1 (1-(tetrahydrofuran-2-ylmethyl)-piperazine), [K+].[Br-] (KBr). The product is ClC=1C(=NC=C(C1)C(F)(F)F)OC1=CC=C(C=C1)OC(=O)N1CCN(CC1)CC1OCCC1 (4-(Tetrahydrofuran-2-ylmethyl)-piperazine-1-carboxylic acid 4-(3-chloro-5-trifluoromethyl-pyridin-2-yloxy)-phenyl ester). RXN SMILES: Cl[C:2]([O:4][C:5]1[CH:10]=[CH:9][C:8]([O:11][C:12]2[C:17]([Cl:18])=[CH:16][C:15]([C:19]([F:22])([F:21])[F:20])=[CH:14][N:13]=2)=[CH:7][CH:6]=1)=[O:3].[O:23]1[CH2:27][CH2:26][CH2:25][CH:24]1[CH2:28][N:29]1[CH2:34][CH2:33][NH:32][CH2:31][CH2:30]1.[K+].[Br-]>>[Cl:18][C:17]1[C:12]([O:11][C:8]2[CH:9]=[CH:10][C:5]([O:4][C:2]([N:32]3[CH2:31][CH2:30][N:29]([CH2:28][CH:24]4[CH2:25][CH2:26][CH2:27][O:23]4)[CH2:34][CH2:33]3)=[O:3])=[CH:6][CH:7]=2)=[N:13][CH:14]=[C:15]([C:19]([F:22])([F:21])[F:20])[CH:16]=1 |f:2.3|. Procedure: The hydrochloride of the title compound was prepared from 4-(3-chloro-5-trifluoromethyl-pyridin-2-yloxy)-phenyl chloroformate and 1-(tetrahydrofuran-2-ylmethyl)-piperazine, yield 23%. White crystals, m.p. 98-100° C.; IR (KBr): ν 1731 (C═O) cm−1.